From a dataset of the Open Reaction Database (ORD), a public repository of structured organic reaction records. describe an organic reaction: reactants, conditions, products, and yield Starting materials: FC1=C(C=CC(=C1)CC(=O)OCC)C1=C(C=C(C=C1)F)F (ethyl 2,2',4'-trifluoro-4-biphenylylacetate), [OH-].[Na+] (sodium hydroxide). Run in industrial methylated spirits, O (water). The product is FC1=C(C=CC(=C1)CC(=O)O)C1=C(C=C(C=C1)F)F (2,2',4'-trifluoro-4-biphenylylacetic acid). Reaction SMILES: [F:1][C:2]1[CH:7]=[C:6]([CH2:8][C:9]([O:11]CC)=[O:10])[CH:5]=[CH:4][C:3]=1[C:14]1[CH:19]=[CH:18][C:17]([F:20])=[CH:16][C:15]=1[F:21].[OH-].[Na+]>O>[F:1][C:2]1[CH:7]=[C:6]([CH2:8][C:9]([OH:11])=[O:10])[CH:5]=[CH:4][C:3]=1[C:14]1[CH:19]=[CH:18][C:17]([F:20])=[CH:16][C:15]=1[F:21] |f:1.2|. Reported procedure: The ester (650 mg.) was mixed with water (5 ml.), industrial methylated spirits (IMS) (5 ml.) and aqueous sodium hydroxide (0.4 ml; 18N), and refluxed for 1 hour. IMS was distilled and the residue acidified with dilute hydrochloric acid. The precipitate was filtered, washed with water, dried and recrystallised from 80-100 petroleum ether to give colourless needle clusters of 2,2',4'-trifluoro-4-biphenylylacetic acid having a m.p. of 145°-147° C. Starting materials: Cc1c(c(C=O)n(C)n1)[Cl], CC1=CN=C(C=C1)N, [C-]#[N+]C1CCCCC1. Reagents/catalysts: O=C(O)C(F)(F)F (trifluoroacetic acid). Solvent: CC(C)O (isopropyl alcohol), CC(C)O (isopropylalcohol). Run at temperature 22 celsius, time 20 hour. The product is Cc1ccc2nc(c3c(c(C)nn3C)[Cl])c(NC3CCCCC3)n2c1. Yield: 0.0%. RXN SMILES: CC1=CC=C(N)N=C1.[C-]#[N+]C1CCCCC1.CN1N=C(C)C(Cl)=C1C=O>>CN1N=C(C)C(Cl)=C1C1=C(NC2CCCCC2)N2C=C(C)C=CC2=N1. The reactants are C(C)OC(=O)C=1NC2=CC=C(C=C2C1)C=CC(=O)OC(C)(C)C (5-(2-tert-butoxycarbonyl-vinyl)-1H-indole-2-carboxylic acid ethyl ester). The reagents and catalysts are [Pd] (palladium on carbon). Solvent: C(C)(=O)OCC (ethyl acetate), CO (methanol). Yields the product C(C)OC(=O)C=1NC2=CC=C(C=C2C1)CCC(=O)OC(C)(C)C (5-(2-tert-butoxycarbonyl-ethyl)-1H-indole-2-carboxylic acid ethyl ester). The yield is 100.8%. RXN SMILES: [CH2:1]([O:3][C:4]([C:6]1[NH:7][C:8]2[C:13]([CH:14]=1)=[CH:12][C:11]([CH:15]=[CH:16][C:17]([O:19][C:20]([CH3:23])([CH3:22])[CH3:21])=[O:18])=[CH:10][CH:9]=2)=[O:5])[CH3:2]>C(OCC)(=O)C.CO.[Pd]>[CH2:1]([O:3][C:4]([C:6]1[NH:7][C:8]2[C:13]([CH:14]=1)=[CH:12][C:11]([CH2:15][CH2:16][C:17]([O:19][C:20]([CH3:21])([CH3:23])[CH3:22])=[O:18])=[CH:10][CH:9]=2)=[O:5])[CH3:2]. Procedure details: A solution of 5-(2-tert-butoxycarbonyl-vinyl)-1H-indole-2-carboxylic acid ethyl ester (1.6 g, 5 mmol) in ethyl acetate (40 mL) and methanol (80 mL) was hydrogenated over 5% palladium on carbon (0.2 g) at room temperature for overnight. The catalyst was filtered off and the filtrate was concentrated to give 1.6 g (99%) of 5-(2-tert-butoxycarbonyl-ethyl)-1H-indole-2-carboxylic acid ethyl ester as a white solid. The solid was used in the next step without further purification. The reactants are ClC=1C=CC2=C(N(C(N2)=O)CCCCl)C1 (6-chloro-1-(3-chloropropyl)-1,3-dihydro-2H-benzimidazol-2-one), Cl.FC1=CC=C(C=C1)C(=O)C1CCNCC1 ((4-fluorophenyl) (4-piperidinyl) methanone hydrochloride), C([O-])([O-])=O.[Na+].[Na+] (sodium carbonate), [I-].[K+] (potassium iodide). The solvent is O (water), O (water), CC(CC(C)=O)C (4-methyl-2-pentanone). The product is ClC=1C=CC2=C(N(C(N2)=O)CCCN2CCC(CC2)C(C2=CC=C(C=C2)F)=O)C1 (6-chloro- 1-{3-[4-(4-fluorobenzoyl)-1-piperidinyl] propyl}-1,3-dihydro-2H-benzimidazol-2-one). Isolated yield 23.0%. As a reaction SMILES: [Cl:1][C:2]1[CH:3]=[CH:4][C:5]2[NH:9][C:8](=[O:10])[N:7]([CH2:11][CH2:12][CH2:13]Cl)[C:6]=2[CH:15]=1.Cl.[F:17][C:18]1[CH:23]=[CH:22][C:21]([C:24]([CH:26]2[CH2:31][CH2:30][NH:29][CH2:28][CH2:27]2)=[O:25])=[CH:20][CH:19]=1.C(=O)([O-])[O-].[Na+].[Na+].[I-].[K+]>O.CC(C)CC(=O)C>[Cl:1][C:2]1[CH:3]=[CH:4][C:5]2[NH:9][C:8](=[O:10])[N:7]([CH2:11][CH2:12][CH2:13][N:29]3[CH2:30][CH2:31][CH:26]([C:24](=[O:25])[C:21]4[CH:20]=[CH:19][C:18]([F:17])=[CH:23][CH:22]=4)[CH2:27][CH2:28]3)[C:6]=2[CH:15]=1 |f:1.2,3.4.5,6.7|. Procedure details: A mixture of 5.6 parts of 6-chloro-1-(3-chloropropyl)-1,3-dihydro-2H-benzimidazol-2-one, 4.9 parts of (4-fluorophenyl) (4-piperidinyl) methanone hydrochloride, 8.5 parts of sodium carbonate, 0.2 parts of potassium iodide and 200 parts of 4-methyl-2-pentanone is stirred and refluxed overnight with water-separator. After cooling, water is added and the layers are separated. The 4-methyl-2-pentanone-phase is dried, filtered and evaporated. The residue is purified by column-chromatography over silic... Reactants: CC1=NCCC2=C(C=CC=C12)C (1,5-dimethyl-3,4-dihydro-isoquinoline), C(C)(=O)O[BH-](OC(C)=O)OC(C)=O.[Na+] (sodium triacetoxyborohydride). The product is CC1NCCC2=C(C=CC=C12)C (1,5-Dimethyl-1,2,3,4-tetrahydro-isoquinoline). Isolated yield 12.0%. Reaction SMILES: [CH3:1][C:2]1[C:11]2[C:6](=[C:7]([CH3:12])[CH:8]=[CH:9][CH:10]=2)[CH2:5][CH2:4][N:3]=1.C(O[BH-](OC(=O)C)OC(=O)C)(=O)C.[Na+]>>[CH3:1][CH:2]1[C:11]2[C:6](=[C:7]([CH3:12])[CH:8]=[CH:9][CH:10]=2)[CH2:5][CH2:4][NH:3]1 |f:1.2|. Reported procedure: In close analogy to the procedure described above, 1,5-dimethyl-3,4-dihydro-isoquinoline is reacted with sodium triacetoxyborohydride to provide the title compound. Reactants: NOCc1ccccc1, C1CCOC1, C=C(C(=O)OC)C(CCC)OC(C)=O. The product is CCCC=C(CNOCc1ccccc1)C(=O)OC. Reaction SMILES: [CH2:15]([c:16]1[cH:17][cH:18][cH:19][cH:20][cH:21]1)[O:22][NH2:23].[CH2:24]1[O:25][CH2:26][CH2:27][CH2:28]1.[CH3:1][O:2][C:3]([C:4]([CH:5]([CH2:6][CH2:7][CH3:8])[O:9][C:10](=[O:11])[CH3:12])=[CH2:13])=[O:14]>>[CH3:1][O:2][C:3]([C:4](=[CH:5][CH2:6][CH2:7][CH3:8])[CH2:13][NH:23][O:22][CH2:15][c:16]1[cH:17][cH:18][cH:19][cH:20][cH:21]1)=[O:14]. Starting materials: CC(C)=O, CCI, NC(=S)Nc1ccc(Oc2ccccc2)cc1. Product: I, CCSC(=N)Nc1ccc(Oc2ccccc2)cc1. As a reaction SMILES: [CH3:21][C:22](=[O:23])[CH3:24].[I:18][CH2:19][CH3:20].[O:1]([c:2]1[cH:3][cH:4][cH:5][cH:6][cH:7]1)[c:8]1[cH:9][cH:10][c:11]([NH:14][C:15](=[S:16])[NH2:17])[cH:12][cH:13]1>>[IH:18].[O:1]([c:2]1[cH:3][cH:4][cH:5][cH:6][cH:7]1)[c:8]1[cH:9][cH:10][c:11]([NH:14][C:15]([S:16][CH2:19][CH3:20])=[NH:17])[cH:12][cH:13]1. Reaction SMILES: [CH3:1][CH2:2][CH2:3][CH2:4][CH2:5][CH3:6].[C:7]([O:10]CC)(=[O:9])[CH3:8].[C:13]1([CH:19]([NH2:21])[CH3:20])[CH:18]=[CH:17][CH:16]=[CH:15][CH:14]=1.[CH3:22][OH:23]>>[CH3:22][O:23][C:3]1[CH:2]=[C:1]([CH:6]=[CH:5][CH:4]=1)[CH2:13][C@H:14]1[C:8]([C:7]([OH:10])=[O:9])=[CH:17][CH2:16][CH2:15]1.[C:13]1([CH:19]([NH2:21])[CH3:20])[CH:18]=[CH:17][CH:16]=[CH:15][CH:14]=1. Reported procedure: To a n-hexane and ethyl acetate solution (80 ml, 1:1) of the crude carboxylic acid was added (+)-1-phenylethylamine (1.96 g) with stirring at the room temperature. A precipitated colorless powder (3.97 g, mp : 125-131° C.) was collected by filtration and the additional powder (0.20 g, mp : 127-129° C.) was obtained from the filtrate Recrystallization of the combined powder from n-hexane--ethyl acetate (1:1, 100 ml) afforded a pure salt of (-)-5(S)-(3-methoxybenzyl)-1-cyclopentenecarboxylic acid ... Reactants: CCCCCC (n-hexane), C(C)(=O)OCC (ethyl acetate), carboxylic acid, C1(=CC=CC=C1)C(C)N ((+)-1-phenylethylamine), CO (MeOH). Yields the product COC=1C=C(C[C@@H]2CCC=C2C(=O)O)C=CC1 ((-)-5(S)-(3-methoxybenzyl)-1-cyclopentenecarboxylic acid), C1(=CC=CC=C1)C(C)N ((+)-1-phenylethylamine).